Dataset: the Open Reaction Database (ORD), a public repository of structured organic reaction records. Task: describe an organic reaction: reactants, conditions, products, and yield Reactants: [Si](C)(C)(C(C)(C)C)OCC1CCC(CC1)CN(S(=O)(=O)N)CC (N-{[4-({[tert-butyl(dimethyl)silyl]oxy}methyl)cyclohexyl]methyl}-N-ethylsulfamide), C(C1=CC=CC=C1)N(S(=O)(=O)NC(C1=CC(=CC(=C1)C(F)(F)F)C(F)(F)F)=O)CC1CCC(CC1)C(=O)OCC (Ethyl 4-{[benzyl({[3,5-bis(trifluoromethyl)benzoyl]amino } sulfonyl)amino]methyl}cyclohexanecarboxylate), [Si](C)(C)(C(C)(C)C)OCC1CCC(CC1)CN(S(=O)(=O)N)CC (N-{[4-({[tert-butyl(dimethyl)silyl]oxy}methyl)cyclohexyl]methyl}-N-ethylsulfamide). The product is C(C)(=O)NCC1CCC(CC1)C(=O)OCC (Ethyl 4-[(acetylamino)methyl]cyclohexanecarboxylate). Reaction SMILES: [Si]([O:8]CC1CCC(CN(CC)S(N)(=O)=O)CC1)(C(C)(C)C)(C)C.[CH2:24]([N:31]([CH2:52][CH:53]1[CH2:58][CH2:57][CH:56]([C:59]([O:61][CH2:62][CH3:63])=[O:60])[CH2:55][CH2:54]1)S(NC(=O)C1C=C(C(F)(F)F)C=C(C(F)(F)F)C=1)(=O)=O)[C:25]1C=CC=CC=1>>[C:24]([NH:31][CH2:52][CH:53]1[CH2:58][CH2:57][CH:56]([C:59]([O:61][CH2:62][CH3:63])=[O:60])[CH2:55][CH2:54]1)(=[O:8])[CH3:25]. Procedure details: trans 4-(Aminomethyl)cyclohexane carboxylic acid ethyl ester (CAS 35879-53-9) (222 mg, 1.0 mmole, 1.0 eq) was dissolved in dichloromethane (5 mL) and triethyl amine (0.35 mL, 2.5 mmole, 2.5 eq) and acetic anhydride (143 μL, 1.50 mmole, 1.5 eq) was added. The reaction was stirred overnight and was complete in 18 hours. The reaction was diluted with dichloromethane and washed twice with dilute aqueous hydrochloric acid. The organic was dried over sodium sulfate, filtered and evaporated to give the...